This data is from the Open Reaction Database (ORD), a public repository of structured organic reaction records. The task is: describe an organic reaction: reactants, conditions, products, and yield The product is Cl.FC(C=1C=C(C(=O)N2[C@@H](CN(CC2)C(CN(C)CC2=CC=CC=C2)=O)CC2=CC(=C(C=C2)C)C)C=C(C1)C(F)(F)F)(F)F ((2R)-1-[3,5-bis(trifluoromethyl)benzoyl]-4-[2-(N-benzyl-N-methylamino)acetyl]-2-(3,4-dimethylbenzyl)piperazine hydrochloride). Run in O1CCCC1 (tetrahydrofuran). Procedure details: To a stirred solution of (2R)-1-[3,5-bis(trifluoromethyl)benzoyl]-2-(3,4-dimethylbenzyl)-4-(2-chloroacetyl)piperazine (300 mg) in tetrahydrofuran (5 ml) was added N-methylbenzylamine (140 mg) at room temperature. After stirring for 2 hours, additional N-methylbenzylamine (70 mg) was added, and then the whole was heated at 45° C. for 6 hours. The mixture was concentrated in vacuo and the residue was partitioned between ethyl acetate (20 ml) and aqueous sodium bicarbonate solution (10 ml). The org... Reactants: FC(C=1C=C(C(=O)N2[C@@H](CN(CC2)C(CCl)=O)CC2=CC(=C(C=C2)C)C)C=C(C1)C(F)(F)F)(F)F ((2R)-1-[3,5-bis(trifluoromethyl)benzoyl]-2-(3,4-dimethylbenzyl)-4-(2-chloroacetyl)piperazine), CNCC1=CC=CC=C1 (N-methylbenzylamine), CNCC1=CC=CC=C1 (N-methylbenzylamine). As a reaction SMILES: [F:1][C:2]([F:35])([F:34])[C:3]1[CH:4]=[C:5]([CH:27]=[C:28]([C:30]([F:33])([F:32])[F:31])[CH:29]=1)[C:6]([N:8]1[CH2:13][CH2:12][N:11]([C:14](=[O:17])[CH2:15][Cl:16])[CH2:10][C@H:9]1[CH2:18][C:19]1[CH:24]=[CH:23][C:22]([CH3:25])=[C:21]([CH3:26])[CH:20]=1)=[O:7].[CH3:36][NH:37][CH2:38][C:39]1[CH:44]=[CH:43][CH:42]=[CH:41][CH:40]=1>O1CCCC1>[ClH:16].[F:1][C:2]([F:35])([F:34])[C:3]1[CH:4]=[C:5]([CH:27]=[C:28]([C:30]([F:33])([F:32])[F:31])[CH:29]=1)[C:6]([N:8]1[CH2:13][CH2:12][N:11]([C:14](=[O:17])[CH2:15][N:37]([CH2:38][C:39]2[CH:44]=[CH:43][CH:42]=[CH:41][CH:40]=2)[CH3:36])[CH2:10][C@H:9]1[CH2:18][C:19]1[CH:24]=[CH:23][C:22]([CH3:25])=[C:21]([CH3:26])[CH:20]=1)=[O:7] |f:3.4|. Yield: 94.6%. Reaction conditions: temperature 45 celsius, time 2 hour.